describe an organic reaction: reactants, conditions, products, and yield From a dataset of the Open Reaction Database (ORD), a public repository of structured organic reaction records. Starting materials: C1OC=2C=C(C=CC2O1)C1=CC=C(C=C1)C(C)=NOCCO (2-[1-(3',4'-methylenedioxybiphenyl-4-yl)ethylideneaminooxy]ethanol), N(=NC(=O)OCC)C(=O)OCC (diethyl azodicarboxylate), OC1=CC=C(CC2C(N(C(S2)=O)C(C2=CC=CC=C2)(C2=CC=CC=C2)C2=CC=CC=C2)=O)C=C1 (5-(4-hydroxybenzyl)-3-tritylthiazolidine-2,4-dione), C1(=CC=CC=C1)P(C1=CC=CC=C1)C1=CC=CC=C1 (triphenylphosphine). Product: C1OC=2C=C(C=CC2O1)C1=CC=C(C=C1)C(C)=NOCCOC1=CC=C(CC2C(N(C(S2)=O)C(C2=CC=CC=C2)(C2=CC=CC=C2)C2=CC=CC=C2)=O)C=C1 (5-(4-{2-[1-(3',4'-Methylenedioxybiphenyl-4-yl)-ethylideneaminooxy]ethoxy}benzyl)-3-tritylthiazolidine-2,4-dione). The yield is 77.0%. As a reaction SMILES: [CH2:1]1[O:9][C:8]2[CH:7]=[CH:6][C:5]([C:10]3[CH:15]=[CH:14][C:13]([C:16](=[N:18][O:19][CH2:20][CH2:21][OH:22])[CH3:17])=[CH:12][CH:11]=3)=[CH:4][C:3]=2[O:2]1.O[C:24]1[CH:56]=[CH:55][C:27]([CH2:28][CH:29]2[S:33][C:32](=[O:34])[N:31]([C:35]([C:48]3[CH:53]=[CH:52][CH:51]=[CH:50][CH:49]=3)([C:42]3[CH:47]=[CH:46][CH:45]=[CH:44][CH:43]=3)[C:36]3[CH:41]=[CH:40][CH:39]=[CH:38][CH:37]=3)[C:30]2=[O:54])=[CH:26][CH:25]=1.C1(P(C2C=CC=CC=2)C2C=CC=CC=2)C=CC=CC=1.N(C(OCC)=O)=NC(OCC)=O>>[CH2:1]1[O:9][C:8]2[CH:7]=[CH:6][C:5]([C:10]3[CH:11]=[CH:12][C:13]([C:16](=[N:18][O:19][CH2:20][CH2:21][O:22][C:24]4[CH:56]=[CH:55][C:27]([CH2:28][CH:29]5[S:33][C:32](=[O:34])[N:31]([C:35]([C:48]6[CH:53]=[CH:52][CH:51]=[CH:50][CH:49]=6)([C:42]6[CH:43]=[CH:44][CH:45]=[CH:46][CH:47]=6)[C:36]6[CH:41]=[CH:40][CH:39]=[CH:38][CH:37]=6)[C:30]5=[O:54])=[CH:26][CH:25]=4)[CH3:17])=[CH:14][CH:15]=3)=[CH:4][C:3]=2[O:2]1. Procedure details: Following a procedure similar to that described in Example 1(a), but using 600 mg of 2-[1-(3',4'-methylenedioxybiphenyl-4-yl)ethylideneaminooxy]ethanol (prepared as described in Preparation 30), 907 mg of 5-(4-hydroxybenzyl)-3-tritylthiazolidine-2,4-dione, 550 mg of triphenylphosphine and 365 mg of diethyl azodicarboxylate, 1.12 g of the title compound were obtained as a foam-like solid. Reactants: COC=1C=C2C(=CC1)NC1=C2CCN2C(CCC=C12)=O (9-methoxy-2,3,4,6,7,12-hexahydroindolo[2,3-a]quinolizin-4-one). Reagents/catalysts: [O-2].[O-2].[Mn+4] (manganese dioxide), [O-2].[O-2].[Mn+4] (manganese dioxide). The solvent is C1CCOC1 (THF). Product: COC=1C=C2C(=CC1)NC1=C2C=CN2C(C=CC=C12)=O (9-methoxy4,12-dihydroindolo[2,3-a]quinolizin-4-one). RXN SMILES: [CH3:1][O:2][C:3]1[CH:4]=[C:5]2[C:11]3[CH2:12][CH2:13][N:14]4[C:19]([C:10]=3[NH:9][C:6]2=[CH:7][CH:8]=1)=[CH:18][CH2:17][CH2:16][C:15]4=[O:20]>C1COCC1.[O-2].[O-2].[Mn+4]>[CH3:1][O:2][C:3]1[CH:4]=[C:5]2[C:11]3[CH:12]=[CH:13][N:14]4[C:19]([C:10]=3[NH:9][C:6]2=[CH:7][CH:8]=1)=[CH:18][CH:17]=[CH:16][C:15]4=[O:20] |f:2.3.4|. Reported procedure: Activated manganese dioxide (400 mg) is added to a solution of 9-methoxy-2,3,4,6,7,12-hexahydroindolo[2,3-a]quinolizin-4-one (150 mg) in THF (5 ml). After refluxing for 2 h 30, the mixture is cooled and activated manganese dioxide (400 mg) is again added. The medium is refluxed for 24 h. After filtration ard washing of the dioxide with an ethyl acetate/methanol mixture (98/2), and after recrystallization from ethyl acetate, 9-methoxy4,12-dihydroindolo[2,3-a]quinolizin-4-one is obtained. Reactants: CCOC(C)=O, COC(=O)CCN(CCc1ccc(OC)cc1)S(=O)(=O)c1cccc([N+](=O)[O-])c1, CO, O=C[O-], [NH4+]. Yields the product COC(=O)CCN(CCc1ccc(OC)cc1)S(=O)(=O)c1cccc(N)c1. As a reaction SMILES: [C:34]([O:35][CH2:36][CH3:37])(=[O:38])[CH3:39].[CH3:1][O:2][c:3]1[cH:4][cH:5][c:6]([CH2:7][CH2:8][N:9]([CH2:10][CH2:11][C:12](=[O:13])[O:14][CH3:15])[S:16](=[O:17])(=[O:18])[c:19]2[cH:20][c:21]([N+:25]([O-:26])=[O:27])[cH:22][cH:23][cH:24]2)[cH:28][cH:29]1.[CH3:40][OH:41].[CH:30]([O-:31])=[O:32].[NH4+:33]>>[CH3:1][O:2][c:3]1[cH:4][cH:5][c:6]([CH2:7][CH2:8][N:9]([CH2:10][CH2:11][C:12](=[O:13])[O:14][CH3:15])[S:16](=[O:17])(=[O:18])[c:19]2[cH:20][c:21]([NH2:25])[cH:22][cH:23][cH:24]2)[cH:28][cH:29]1. Procedure: In an argon purged sealed pressure vessel was added 4-(4-chlorophenyl)-N-(4-(7-methoxy-1,5-naphthyridin-4-yloxy)phenyl)phthalazin-1-amine (0.120 g, 0.237 mmol), cesium carbonate (0.201 g, 0.617 mmol), X-phos (0.017 g, 0.0356 mmol), dichloropalladium bisacetonitrile (0.003 mg, 0.011 mmol), and acetonitrile (0.50 mL). Starting material was not soluble in acetonitrile, so added 0.5 mL 1,4 dioxane. Purged the reaction with argon, then added (triethylsilyl)acetylene (0.055 mL, 0.308 mmol), and again ... Starting materials: C(C)[Si](CC)(CC)C#C ((triethylsilyl)acetylene), ClC1=CC=C(C=C1)C1=NN=C(C2=CC=CC=C12)NC1=CC=C(C=C1)OC1=CC=NC2=CC(=CN=C12)OC (4-(4-chlorophenyl)-N-(4-(7-methoxy-1,5-naphthyridin-4-yloxy)phenyl)phthalazin-1-amine), C([O-])([O-])=O.[Cs+].[Cs+] (cesium carbonate), CC(C)C1=CC(=C(C(=C1)C(C)C)C2=C(C=CC=C2)P(C3CCCCC3)C4CCCCC4)C(C)C (X-phos). Yields the product COC1=CN=C2C(=CC=NC2=C1)OC1=CC=C(C=C1)NC1=NN=C(C2=CC=CC=C12)C1=CC=C(C=C1)C#C[Si](CC)(CC)CC (N-(4-(7-methoxy-1,5-naphthyridin-4-yloxy)phenyl)-4-(4-(2-(triethylsilyl)ethynyl)phenyl)phthalazin-1-amine). Conditions: temperature 90 celsius, time 1 hour. Reaction SMILES: Cl[C:2]1[CH:7]=[CH:6][C:5]([C:8]2[C:17]3[C:12](=[CH:13][CH:14]=[CH:15][CH:16]=3)[C:11]([NH:18][C:19]3[CH:24]=[CH:23][C:22]([O:25][C:26]4[C:35]5[C:30](=[CH:31][C:32]([O:36][CH3:37])=[CH:33][N:34]=5)[N:29]=[CH:28][CH:27]=4)=[CH:21][CH:20]=3)=[N:10][N:9]=2)=[CH:4][CH:3]=1.C(=O)([O-])[O-].[Cs+].[Cs+].CC(C1C=C(C(C)C)C(C2C=CC=CC=2P(C2CCCCC2)C2CCCCC2)=C(C(C)C)C=1)C.[CH2:78]([Si:80]([C:85]#[CH:86])([CH2:83][CH3:84])[CH2:81][CH3:82])[CH3:79]>C(#N)C.C(#N)C.C(#N)C.Cl[Pd]Cl.O1CCOCC1>[CH3:37][O:36][C:32]1[CH:31]=[C:30]2[C:35]([C:26]([O:25][C:22]3[CH:21]=[CH:20][C:19]([NH:18][C:11]4[C:12]5[C:17](=[CH:16][CH:15]=[CH:14][CH:13]=5)[C:8]([C:5]5[CH:6]=[CH:7][C:2]([C:86]#[C:85][Si:80]([CH2:83][CH3:84])([CH2:81][CH3:82])[CH2:78][CH3:79])=[CH:3][CH:4]=5)=[N:9][N:10]=4)=[CH:24][CH:23]=3)=[CH:27][CH:28]=[N:29]2)=[N:34][CH:33]=1 |f:1.2.3,7.8.9|. Run in O1CCOCC1 (1,4 dioxane), C(C)#N (acetonitrile), C(C)#N (acetonitrile). Reagents/catalysts: C(C)#N.C(C)#N.Cl[Pd]Cl (dichloropalladium bisacetonitrile). Reactants: C(=O)(OC(C)(C)C)N(C)CCC1=CC=CC=C1 (N-Boc,N-methyl phenethylamine), Cl.CCOCC (HCl ether). Run in O1CCOCC1 (dioxane). Run at time 4 hour. The product is Cl.CNCCC1=CC=CC=C1 (N-methyl phenethylamine HCl). Yield: 93.5%. As a reaction SMILES: [C:1]([N:8]([CH2:10][CH2:11][C:12]1[CH:17]=[CH:16][CH:15]=[CH:14][CH:13]=1)C)(OC(C)(C)C)=O.[ClH:18].CCOCC>O1CCOCC1>[ClH:18].[CH3:1][NH:8][CH2:10][CH2:11][C:12]1[CH:17]=[CH:16][CH:15]=[CH:14][CH:13]=1 |f:1.2,4.5|. Procedure: 3-(N-Me,N-nPr Carbamyloxy) N-Boc,N-methyl phenethylamine (6.0 g, 17.14 mmol) was dissolved in dioxane (60 ml) and 20% HCl/ether (60 ml) was added. The mixture was stirred at RT for 4 hrs and evaporated to dryness in-vacuo, and the residual oil was treated with ether (2×150 ml), to give, after stirring and ice-cooling, 4.6 g (93.5%) of the title compound as a white solid. In this manner the compounds shown in Table 2 were prepared, their analytical characteristics are given in Table 4.